This data is from the Open Reaction Database (ORD), a public repository of structured organic reaction records. The task is: describe an organic reaction: reactants, conditions, products, and yield The reactants are C(C)(=O)OCCC(CC1CC(CC(C1)C)(C)C)C (3-Methyl-4(3,3,5-trimethylcyclohex-1-yl)butyl acetate), [OH-].[Na+] (sodium hydroxide). Run in O (water). Conditions: temperature 92.5 celsius, time 11 hour. The product is CC(CCO)CC1CC(CC(C1)C)(C)C (3-Methyl-4(3,3,5-trimethylcyclohex-1-yl) butan-1-ol). The yield is 92.0%. Reaction SMILES: C([O:4][CH2:5][CH2:6][CH:7]([CH3:18])[CH2:8][CH:9]1[CH2:14][CH:13]([CH3:15])[CH2:12][C:11]([CH3:17])([CH3:16])[CH2:10]1)(=O)C.[OH-].[Na+]>O>[CH3:18][CH:7]([CH2:8][CH:9]1[CH2:14][CH:13]([CH3:15])[CH2:12][C:11]([CH3:16])([CH3:17])[CH2:10]1)[CH2:6][CH2:5][OH:4] |f:1.2|. Procedure details: 3-Methyl-4(3,3,5-trimethylcyclohex-1-yl)butyl acetate (2.54 kg, 10.0 mols, purity: 97%) sodium hydroxide (420 g, 10.5 mols) and water (8400 ml) were mixed together and heated at 90-95° C. under stirring for 10-12 h. The reaction mixture was cooled to 35° C. The aqueous phase was separated from the organic phase. The organic phase was washed once with 5% w/w aqueous NaCl and twice with water. The crude product was fractionated under reduced pressure to provide 3-Methyl-4(3,3,5-trimethylcyclohex-1... Starting materials: BrCC(=O)C=1C=C(C#N)C=CC1 (3-(bromoacetyl)benzonitrile), CC1=C(C=NC=C1)C(N)=S (4-methylpyridine-3-thiocarboxamide). Product: CC1=C(C=NC=C1)C=1SC=C(N1)C=1C=C(C#N)C=CC1 (3-{2-[4-methylpyridin-3-yl]-1,3-thiazol-4-yl}benzonitrile). Yield: 41.1%. RXN SMILES: Br[CH2:2][C:3]([C:5]1[CH:6]=[C:7]([CH:10]=[CH:11][CH:12]=1)[C:8]#[N:9])=O.[CH3:13][C:14]1[CH:19]=[CH:18][N:17]=[CH:16][C:15]=1[C:20](=[S:22])[NH2:21]>>[CH3:13][C:14]1[CH:19]=[CH:18][N:17]=[CH:16][C:15]=1[C:20]1[S:22][CH:2]=[C:3]([C:5]2[CH:6]=[C:7]([CH:10]=[CH:11][CH:12]=2)[C:8]#[N:9])[N:21]=1. Reported procedure: By the reaction in the same manner as in Example 25-iii) using 3-(bromoacetyl)benzonitrile (599 mg) and 4-methylpyridine-3-thiocarboxamide (403 mg), the title compound (302 mg) was obtained as pale-yellow powder crystals. Starting materials: BrC1=CC=C2C3=C(C=CC=C13)C(=O)OC2=O (4-bromonaphthalene-1,8-dicarboxylic anhydride), C(C)(C)C1=C(N)C(=CC=C1)C(C)C (2,6-diisopropylaniline). Reagents/catalysts: C(C)(=O)[O-].[Zn+2].C(C)(=O)[O-] (zinc acetate). The solvent is CN1C(CCC1)=O (N-methylpyrrolidone). The product is BrC1=CC=C2C3=C(C=CC=C13)C(N(C2=O)C2=C(C=CC=C2C(C)C)C(C)C)=O (4-bromo-N-(2,6-diisopropylphenyl)naphthalene-1,8-dicarboximide). The yield is 60.1%. RXN SMILES: [Br:1][C:2]1[C:11]2[C:6]3=[C:7]([C:12]([O:14][C:15](=[O:16])[C:5]3=[CH:4][CH:3]=1)=O)[CH:8]=[CH:9][CH:10]=2.[CH:17]([C:20]1[CH:26]=[CH:25][CH:24]=[C:23]([CH:27]([CH3:29])[CH3:28])[C:21]=1[NH2:22])([CH3:19])[CH3:18]>CN1CCCC1=O.C([O-])(=O)C.[Zn+2].C([O-])(=O)C>[Br:1][C:2]1[C:11]2[C:6]3=[C:7]([C:12](=[O:14])[N:22]([C:21]4[C:23]([CH:27]([CH3:28])[CH3:29])=[CH:24][CH:25]=[CH:26][C:20]=4[CH:17]([CH3:19])[CH3:18])[C:15](=[O:16])[C:5]3=[CH:4][CH:3]=1)[CH:8]=[CH:9][CH:10]=2 |f:3.4.5|. Procedure: 27.7 g of 4-bromonaphthalene-1,8-dicarboxylic anhydride, 19.0 g of 2,6-diisopropylaniline and 9.2 g of anhydrous zinc acetate in 65 ml of N-methylpyrrolidone were heated at 200° C. for 3 hours. After cooling, the precipitate formed was filtered off, washed and dried to give 26.2 g of 4-bromo-N-(2,6-diisopropylphenyl)naphthalene-1,8-dicarboximide having a melting point of 277° C. Starting materials: FC=1C=C(C=CC1F)OCC1CC[SiH](CC1)Cl (4-(3,4-difluorophenyloxymethyl)-1-chloro-1-silacyclohexane). Run in O1CCCC1 (THF). Yields the product FC=1C=C(C=CC1F)OC[C@@H]1CC[Si@H](CC1)CCCCC (trans-4-(3,4-difluorophenyloxymethyl)-1-n-pentyl-1-silacyclohexane). Isolated yield 89.0%. As a reaction SMILES: [F:1][C:2]1[CH:3]=[C:4]([O:9][CH2:10][CH:11]2[CH2:16][CH2:15][SiH:14](Cl)[CH2:13][CH2:12]2)[CH:5]=[CH:6][C:7]=1[F:8]>O1CCCC1>[F:1][C:2]1[CH:3]=[C:4]([O:9][CH2:10][C@H:11]2[CH2:16][CH2:15][Si@H:14]([CH2:6][CH2:7][CH2:2][CH2:3][CH3:4])[CH2:13][CH2:12]2)[CH:5]=[CH:6][C:7]=1[F:8]. Procedure: 3.0 g (20 mmols) of n-pentyl bromide was dropped in a mixture of 0.5 g of magnesium (21 mmols) and 50 ml of tetrahydrofuran (hereinafter referred to simply as THF) to obtain a Grignard reagent. Subsequently, the solution was dropped in 50 ml of a THF solution of 5.5 g (20 mmols) of 4-(3,4-difluorophenyloxymethyl)-1-chloro-1-silacyclohexane to obtain a crude product. This product was found to be a mixture of trans and cis isomers with respect to the silacyclohexane ring. The product was after-tre... Starting materials: C(C)(C)(C)OC(NCC1=C(C=CC(=C1)NC(C1=NN(C(N1)=O)C1=C(C=CC=C1)[N+](=O)[O-])C1=C(C=C(C(=C1)OC)OC)F)Br)=O ([2-bromo-5-({(2-fluoro-4,5-dimethoxyphenyl)-[1-(2-nitrophenyl)-5-oxo-4,5-dihydro-1H-[1,2,4]triazol-3-yl]methyl}amino)benzyl]carbamic acid t-butyl ester), solvent. The reagents and catalysts are [Fe] (Iron). Solvent: CO.C(C)(=O)O.O (methanol acetic acid water). Conditions: temperature 60 celsius. The product is C(C)(C)(C)OC(NCC1=C(C=CC(=C1)NC(C1=C(C=C(C(=C1)OC)OC)F)C1=NN(C(N1)=O)C1=C(C=CC=C1)N)Br)=O ([5-({[1-(2-Aminophenyl)-5-oxo-4,5-dihydro-1H-[1,2,4]triazol-3-yl]-(2-fluoro-4,5-dimethoxyphenyl)methyl}amino)-2-bromobenzyl]carbamic Acid t-Butyl Ester). The yield is 66.3%. RXN SMILES: [C:1]([O:5][C:6](=[O:44])[NH:7][CH2:8][C:9]1[CH:14]=[C:13]([NH:15][CH:16]([C:32]2[CH:37]=[C:36]([O:38][CH3:39])[C:35]([O:40][CH3:41])=[CH:34][C:33]=2[F:42])[C:17]2[NH:21][C:20](=[O:22])[N:19]([C:23]3[CH:28]=[CH:27][CH:26]=[CH:25][C:24]=3[N+:29]([O-])=O)[N:18]=2)[CH:12]=[CH:11][C:10]=1[Br:43])([CH3:4])([CH3:3])[CH3:2]>[Fe].CO.C(O)(=O)C.O>[C:1]([O:5][C:6](=[O:44])[NH:7][CH2:8][C:9]1[CH:14]=[C:13]([NH:15][CH:16]([C:17]2[NH:21][C:20](=[O:22])[N:19]([C:23]3[CH:28]=[CH:27][CH:26]=[CH:25][C:24]=3[NH2:29])[N:18]=2)[C:32]2[CH:37]=[C:36]([O:38][CH3:39])[C:35]([O:40][CH3:41])=[CH:34][C:33]=2[F:42])[CH:12]=[CH:11][C:10]=1[Br:43])([CH3:4])([CH3:2])[CH3:3] |f:2.3.4|. Procedure details: Iron powder (231 mg) was added to [2-bromo-5-({(2-fluoro-4,5-dimethoxyphenyl)-[1-(2-nitrophenyl)-5-oxo-4,5-dihydro-1H-[1,2,4]triazol-3-yl]methyl}amino)benzyl]carbamic acid t-butyl ester (232 mg) and a methanol:acetic acid:water (1:1:1) mixed solvent (24 mL), and the mixture was heated for 18 hours at 60° C. under a nitrogen atmosphere. The solvent in the mixture was distilled off under reduced pressure, and ethyl acetate (100 mL) and water (25 mL) were added to the residue. Sodium hydrogen carbo... The reactants are C(C)(C)(C)OC(=O)N1[C@@H](C[C@@H](C1)N(C#N)CC1=CC(=CC(=C1)C(F)(F)F)C(F)(F)F)CC ((2R,4S)-4-[(3,5-bis-trifluoromethyl-benzyl)-cyano-amino]-2-ethyl-pyrrolidine-1-carboxylic acid tert-butylester), [N-]=[N+]=[N-].[Na+] (sodium azide). Solvent: CN(C)C=O (DMF), O (water). The product is C(C)(C)(C)OC(=O)N1[C@@H](C[C@@H](C1)N(C=1N=NNN1)CC1=CC(=CC(=C1)C(F)(F)F)C(F)(F)F)CC ((2R,4S)-4-[(3,5-bis-trifluoromethyl-benzyl)-(2H-tetrazol-5-yl)-amino]-2-ethyl-pyrrolidine-1-carboxylic acid tert-butyl ester). Isolated yield 93.0%. As a reaction SMILES: [C:1]([O:5][C:6]([N:8]1[CH2:12][C@@H:11]([N:13]([CH2:16][C:17]2[CH:22]=[C:21]([C:23]([F:26])([F:25])[F:24])[CH:20]=[C:19]([C:27]([F:30])([F:29])[F:28])[CH:18]=2)[C:14]#[N:15])[CH2:10][C@H:9]1[CH2:31][CH3:32])=[O:7])([CH3:4])([CH3:3])[CH3:2].[N-:33]=[N+:34]=[N-:35].[Na+]>CN(C=O)C.O>[C:1]([O:5][C:6]([N:8]1[CH2:12][C@@H:11]([N:13]([CH2:16][C:17]2[CH:22]=[C:21]([C:23]([F:25])([F:24])[F:26])[CH:20]=[C:19]([C:27]([F:30])([F:28])[F:29])[CH:18]=2)[C:14]2[N:33]=[N:34][NH:35][N:15]=2)[CH2:10][C@H:9]1[CH2:31][CH3:32])=[O:7])([CH3:4])([CH3:3])[CH3:2] |f:1.2|. Procedure: A solution of the crude (2R,4S)-4-[(3,5-bis-trifluoromethyl-benzyl)-cyano-amino]-2-ethyl-pyrrolidine-1-carboxylic acid tert-butylester (52 mg, 0.11 mmol), sodium azide (72 mg, 1.11 mmol) ammonium chloride (60 mg, 1.11 mmol) in DMF (2 mL) is stirred at 90° C. for 12 hours. The reaction mixture is diluted with water after letting it cool to room temperature. The product is extracted twice with EtOAc. The combined organic layer is washed with water and brine, dried over Na2SO4, filtered, and concen... The reactants are O\N=C(/N)\C1=CC=C(C=C1)NC(=O)N1CC2=CC=CC=C2C1 ((Z)—N-(4-(N′-hydroxycarbamimidoyl)phenyl)isoindoline-2-carboxamide), C(CCC)(=O)O (butyric acid), O.ON1N=NC2=C1C=CC=C2 (1-hydroxybenzotriazole hydrate), CN1CCOCC1 (N-methylmorpholine), Cl.CN(CCCN=C=NCC)C (N-(3-dimethylaminopropyl)-N′-ethylcarbodiimide hydrochloride). Solvent: CN(C=O)C (dimethylformamide), C(C)(=O)OCC (ethyl acetate). Reaction conditions: time 8 hour. Yields the product C(CC)C1=NC(=NO1)C1=CC=C(C=C1)NC(=O)N1CC2=CC=CC=C2C1 (N-[4-(5-propyl-1,2,4-oxadiazol-3-yl)phenyl]-1,3-dihydro-2H-isoindole-2-carboxamide). RXN SMILES: [OH:1]/[N:2]=[C:3](/[C:5]1[CH:10]=[CH:9][C:8]([NH:11][C:12]([N:14]2[CH2:22][C:21]3[C:16](=[CH:17][CH:18]=[CH:19][CH:20]=3)[CH2:15]2)=[O:13])=[CH:7][CH:6]=1)\[NH2:4].[C:23](O)(=O)[CH2:24][CH2:25][CH3:26].O.ON1C2C=CC=CC=2N=N1.CN1CCOCC1.Cl.CN(C)CCCN=C=NCC>CN(C)C=O.C(OCC)(=O)C>[CH2:24]([C:23]1[O:1][N:2]=[C:3]([C:5]2[CH:10]=[CH:9][C:8]([NH:11][C:12]([N:14]3[CH2:15][C:16]4[C:21](=[CH:20][CH:19]=[CH:18][CH:17]=4)[CH2:22]3)=[O:13])=[CH:7][CH:6]=2)[N:4]=1)[CH2:25][CH3:26] |f:2.3,5.6|. Reported procedure: In a 4 mL vial was mixed (Z)—N-(4-(N′-hydroxycarbamimidoyl)phenyl)isoindoline-2-carboxamide (50 mg, 0.169 mmol), butyric acid (0.017 ml, 0.186 mmol), 1-hydroxybenzotriazole hydrate (12.92 mg, 0.084 mmol), and N-methylmorpholine (0.056 ml, 0.506 mmol) in anhydrous dimethylformamide (2 ml). To this solution was added N-(3-dimethylaminopropyl)-N′-ethylcarbodiimide hydrochloride (48.5 mg, 0.253 mmol) and the mixture was stirred overnight at ambient temperature. The solution was diluted with ethyl ac... Starting materials: [OH-].[Na+] (sodium hydroxide), ClC1=C(C=CC=C1F)[N+](=O)[O-] (2-chloro-3-fluoronitrobenzene), FC1=CC=C(C=C1)B(O)O (4-fluorophenylboronic acid), C([O-])([O-])=O.[Na+].[Na+] (sodium carbonate). The reagents and catalysts are [Br-].C(CCC)[N+](CCCC)(CCCC)CCCC (tetrabutylammonium bromide), C(C)(=O)[O-].C(C)(=O)[O-].[Pd+2] (palladium diacetate). Solvent: C(C)OCC (diethyl ether), O (water), O1CCOCC1 (1,4-dioxane). Run at temperature 100 celsius. The product is FC1=C(C(=CC=C1)[N+](=O)[O-])C1=CC=C(C=C1)F (2,4′-Difluoro-6-nitro-1,1′-biphenyl). Isolated yield 57.5%. As a reaction SMILES: Cl[C:2]1[C:7]([F:8])=[CH:6][CH:5]=[CH:4][C:3]=1[N+:9]([O-:11])=[O:10].[F:12][C:13]1[CH:18]=[CH:17][C:16](B(O)O)=[CH:15][CH:14]=1.C(=O)([O-])[O-].[Na+].[Na+].[OH-].[Na+]>[Br-].C([N+](CCCC)(CCCC)CCCC)CCC.O.O1CCOCC1.C([O-])(=O)C.C([O-])(=O)C.[Pd+2].C(OCC)C>[F:8][C:7]1[CH:6]=[CH:5][CH:4]=[C:3]([N+:9]([O-:11])=[O:10])[C:2]=1[C:16]1[CH:17]=[CH:18][C:13]([F:12])=[CH:14][CH:15]=1 |f:2.3.4,5.6,7.8,11.12.13|. Reported procedure: A microwave reaction vessel was charged with 2-chloro-3-fluoronitrobenzene (1.500 g, 8.5 mmol), 4-fluorophenylboronic acid (1.315 g, 9.4 mmol), sodium carbonate (2.717 g, 25.6 mmol), palladium diacetate (0.077 g, 0.3 mmol), tetrabutylammonium bromide (2.755 g, 8.5 mmol) in water (10 mL) and 1,4-dioxane (1 mL). The mixture was heated to 100° C. in a microwave reactor for 1 hr. The reaction was cooled to room temperature and poured into diethyl ether and 0.1N aqueous sodium hydroxide. The organic ...